Dataset: the Open Reaction Database (ORD), a public repository of structured organic reaction records. Task: describe an organic reaction: reactants, conditions, products, and yield Reactants: FC1=CC2=C(N=C(S2)NC=2C=C(C=CC2)C2=NOC(=C2)C(=O)O)C=C1 (3-[3-(6-fluoro-benzothiazol-2-ylamino)-phenyl]-isoxazole-5-carboxylic acid), Cl.COC([C@H](COC)N)=O ((S)-2-amino-3-methoxy-propionic acid methyl ester hydrochloride). The product is COC([C@H](COC)NC(=O)C1=CC(=NO1)C1=CC(=CC=C1)NC=1SC2=C(N1)C=CC(=C2)F)=O ((S)-2-({3-[3-(6-Fluoro-benzothiazol-2-ylamino)-phenyl]-isoxazole-5-carbonyl}-amino)-3-methoxy-propionic acid methyl ester). Yield: 68.0%. RXN SMILES: [F:1][C:2]1[CH:25]=[CH:24][C:5]2[N:6]=[C:7]([NH:9][C:10]3[CH:11]=[C:12]([C:16]4[CH:20]=[C:19]([C:21](O)=[O:22])[O:18][N:17]=4)[CH:13]=[CH:14][CH:15]=3)[S:8][C:4]=2[CH:3]=1.Cl.[CH3:27][O:28][C:29](=[O:35])[C@@H:30]([NH2:34])[CH2:31][O:32][CH3:33]>>[CH3:27][O:28][C:29](=[O:35])[C@@H:30]([NH:34][C:21]([C:19]1[O:18][N:17]=[C:16]([C:12]2[CH:13]=[CH:14][CH:15]=[C:10]([NH:9][C:7]3[S:8][C:4]4[CH:3]=[C:2]([F:1])[CH:25]=[CH:24][C:5]=4[N:6]=3)[CH:11]=2)[CH:20]=1)=[O:22])[CH2:31][O:32][CH3:33] |f:1.2|. Reported procedure: The title compound was prepared according to the procedure as set forth in Example 5, except that 3-[3-(6-fluoro-benzothiazol-2-ylamino)-phenyl]-isoxazole-5-carboxylic acid was used instead of the compound of Example 2 and (S)-2-amino-3-methoxy-propionic acid methyl ester hydrochloride was used instead of (S)-Val-OMe.HCl to yield 68% of the title compound. Mass (ES+): 471 (M++1), 493 (M++Na); IR (KBr): 3319, 2929, 1740, 1670, 1571, 1474; 1H NMR (DMSO-d6) δ: 3.29 (s, 3H), 3.67 (s, 3H), 3.74 (m, 2... Reactants: [H-].[Na+] (sodium hydride), FC1=C(C=C(C=C1)F)[N+](=O)[O-] (1,4-difluoro-2-nitrobenzene), 46.46, C1(CCC(CC1)O)O (1,4-cyclohexanediol). Solvent: CN(C=O)C (N,N-dimethylformamide). Conditions: time 2 hour. The product is 17.1, FC1=CC(=C(OC2CCC(CC2)O)C=C1)[N+](=O)[O-] (4-(4-fluoro-2-nitrophenoxy)cyclohexanol). As a reaction SMILES: [CH:1]1([OH:8])[CH2:6][CH2:5][CH:4]([OH:7])[CH2:3][CH2:2]1.[H-].[Na+].F[C:12]1[CH:17]=[CH:16][C:15]([F:18])=[CH:14][C:13]=1[N+:19]([O-:21])=[O:20]>CN(C)C=O>[F:18][C:15]1[CH:16]=[CH:17][C:12]([O:7][CH:4]2[CH2:5][CH2:6][CH:1]([OH:8])[CH2:2][CH2:3]2)=[C:13]([N+:19]([O-:21])=[O:20])[CH:14]=1 |f:1.2|. Reported procedure: To a stirred mixture of 46.46 parts of 1,4-cyclohexanediol and 135 parts of N,N-dimethylformamide were added 5.28 parts of sodium hydride dispersion 50% at a temperature below 20° C. Stirring was continued for 2 hours at room temperature under nitrogen atmosphere. Then there were added dropwise 15.9 parts of 1,4-difluoro-2-nitrobenzene at about 20° C. Upon completion, stirring was continued overnight at room temperature. The reaction mixture was poured onto water. The precipitated product was fi...